This data is from the Open Reaction Database (ORD), a public repository of structured organic reaction records. The task is: describe an organic reaction: reactants, conditions, products, and yield Reactants: C1(=CC=CC=C1)NCC(=O)O (N-phenylglycine), C=O (formaldehyde), [BH3-]C#N.[Na+] (NaBH3CN), CC(=O)O (AcOH). Solvent: C(C)#N (acetonitrile). Reaction conditions: time 8 hour. Yields the product CN(C1=CC=CC=C1)CC(=O)O (N-Methyl-N-phenylaminoacetic acid). Yield: 72.6%. As a reaction SMILES: [C:1]1([NH:7][CH2:8][C:9]([OH:11])=[O:10])[CH:6]=[CH:5][CH:4]=[CH:3][CH:2]=1.C=O.[BH3-][C:15]#N.[Na+].CC(O)=O>C(#N)C>[CH3:15][N:7]([CH2:8][C:9]([OH:11])=[O:10])[C:1]1[CH:6]=[CH:5][CH:4]=[CH:3][CH:2]=1 |f:2.3|. Procedure: To a solution of N-phenylglycine (5 g, 33 mmol) and formaldehyde (37% aqueous solution, 20 mL) in acetonitrile (100 mL) was added NaBH3CN (6.8 g) and AcOH (2 mL) and the reaction mixture was stirred at room temperature overnight. Volatiles were removed in vacuo, the residue was acidified to pH=3-4 and extracted with CHCl3 several times. The combined organic extracts were dried and concentrated to afford a crude product (5.73 g), which was purified by chromatography on silica gel (EtOAc) to affor... Reactants: CC(=O)OCC1OC(c2ccc(Cl)c(Cc3ccc(Br)s3)c2)C(OC(C)=O)C(OC(C)=O)C1OC(C)=O, CC1(C)OB(c2ccc(N)cc2)OC1(C)C. The product is CC(=O)OCC1OC(c2ccc(Cl)c(Cc3ccc(-c4ccc(N)cc4)s3)c2)C(OC(C)=O)C(OC(C)=O)C1OC(C)=O. RXN SMILES: [C:1]([CH3:2])(=[O:3])[O:4][CH:5]1[CH:6]([c:24]2[cH:25][c:26]([CH2:31][c:32]3[s:33][c:34]([Br:37])[cH:35][cH:36]3)[c:27]([Cl:30])[cH:28][cH:29]2)[O:7][CH:8]([CH2:19][O:20][C:21]([CH3:22])=[O:23])[CH:9]([O:15][C:16]([CH3:17])=[O:18])[CH:10]1[O:11][C:12]([CH3:13])=[O:14].[CH3:38][C:39]1([CH3:40])[C:41]([CH3:42])([CH3:43])[O:44][B:45]([c:46]2[cH:47][cH:48][c:49]([NH2:50])[cH:51][cH:52]2)[O:53]1>>[C:1]([CH3:2])(=[O:3])[O:4][CH:5]1[CH:6]([c:24]2[cH:25][c:26]([CH2:31][c:32]3[s:33][c:34](-[c:46]4[cH:47][cH:48][c:49]([NH2:50])[cH:51][cH:52]4)[cH:35][cH:36]3)[c:27]([Cl:30])[cH:28][cH:29]2)[O:7][CH:8]([CH2:19][O:20][C:21]([CH3:22])=[O:23])[CH:9]([O:15][C:16]([CH3:17])=[O:18])[CH:10]1[O:11][C:12]([CH3:13])=[O:14]. The reactants are NC1=CC=C2C(=C(OC(=O)C2=C1)OCCC)Cl (7-amino-4-chloro-3-propoxyisocoumarin), C(C)N=C=O (ethyl isocyanate). Solvent: C1CCOC1 (THF). The product is C(C)NC(=O)NC1=CC=C2C(=C(OC(=O)C2=C1)OCCC)Cl (7-Ethylcarbamoylamino-4-Chloro-3-Propyloxyisocoumarin). The yield is 45.0%. As a reaction SMILES: [NH2:1][C:2]1[CH:12]=[C:11]2[C:5]([C:6]([Cl:17])=[C:7]([O:13][CH2:14][CH2:15][CH3:16])[O:8][C:9]2=[O:10])=[CH:4][CH:3]=1.[CH2:18]([N:20]=[C:21]=[O:22])[CH3:19]>C1COCC1>[CH2:18]([NH:20][C:21]([NH:1][C:2]1[CH:12]=[C:11]2[C:5]([C:6]([Cl:17])=[C:7]([O:13][CH2:14][CH2:15][CH3:16])[O:8][C:9]2=[O:10])=[CH:4][CH:3]=1)=[O:22])[CH3:19]. Procedure: This compound was synthesized by the reaction of an equimolar amount of 7-amino-4-chloro-3-propoxyisocoumarin and ethyl isocyanate in small amount of dry THF. The reaction mixture was stirred at r. t. for a few days. During this time the yellow crystals slowly crystallized out. After filtration, the compoumds were recrystallized once more from THF-pentane, yield 45%; mp 189°-191° C.; TLC, Rf =0.43 (CH3Cl:MeOH=9:1); MS, m/e 324 (M+). Anal. Calc. for C15H17O4N2Cl: C, 55.42; H, 5.23. Found: C, 55.3... Starting materials: FC(OC1=CC=C(C=O)C=C1)(F)F (4-(trifluoromethoxy)-benzaldehyde), CC(=O)C (acetone). The reagents and catalysts are [OH-].[Na+] (NaOH). The solvent is CCO (EtOH), O (H2O). Run at time 2 hour. Product: FC(OC1=CC=C(C=C1)\C=C\C(\C=C\C1=CC=C(C=C1)OC(F)(F)F)=O)(F)F ((1E,4E)-1,5-Bis(4-trifluoromethoxy-phenyl)-penta-1,4-dien-3-one). The yield is 26.3%. RXN SMILES: [F:1][C:2]([F:13])([F:12])[O:3][C:4]1[CH:11]=[CH:10][C:7]([CH:8]=O)=[CH:6][CH:5]=1.[CH3:14][C:15]([CH3:17])=[O:16]>CCO.O.[OH-].[Na+]>[F:1][C:2]([F:13])([F:12])[O:3][C:4]1[CH:11]=[CH:10][C:7](/[CH:8]=[CH:11]/[C:4](=[O:3])/[CH:5]=[CH:6]/[C:7]2[CH:10]=[CH:17][C:15]([O:16][C:2]([F:1])([F:12])[F:13])=[CH:14][CH:8]=2)=[CH:6][CH:5]=1 |f:4.5|. Reported procedure: A colorless solution of 4-(trifluoromethoxy)-benzaldehyde (0.75 mL, 5.3 mmol) in acetone (0.19 mL, 2.6 mmol), EtOH (5 mL) and H2O (1 mL) was treated with aq. 10% NaOH solution (˜12 drops). The reaction mixture was stirred for 2 h at room temperature and the colorless solution turned into a yellow suspension. The precipitate was filtered, washed with H2O and dried in vacuo to obtain NW254 as a pale yellow solid (275 mg, 25%). mp: 112-115° C. 1H NMR (250 MHz, CDCl3) δ (ppm): 7.74 (d, 3J=16.1 Hz, 2... Starting materials: C(C)OC(=O)C=1N=C(N(C(C1OCC1=CC=CC=C1)=O)C)S(=O)(=O)C (5-Benzyloxy-2-methanesulfonyl-1-methyl-6-oxo-1,6-dihydro-pyrimidine-4-carboxylic acid ethyl ester), N1CCOCC1 (morpholine), compound 1J. Yields the product C(C)OC(=O)C=1NC(N(C(C1OCC1=CC=CC=C1)=O)C)=O (5-benzyloxy-1-methyl-2,6-dioxo-1,2,3,6-tetrahydro-pyrimidine-4-carboxylic acid ethyl ester). Isolated yield 30.0%. As a reaction SMILES: [CH2:1]([O:3][C:4]([C:6]1[N:7]=[C:8](S(C)(=O)=O)[N:9]([CH3:21])[C:10](=[O:20])[C:11]=1[O:12][CH2:13][C:14]1[CH:19]=[CH:18][CH:17]=[CH:16][CH:15]=1)=[O:5])[CH3:2].N1CC[O:29]CC1>>[CH2:1]([O:3][C:4]([C:6]1[NH:7][C:8](=[O:29])[N:9]([CH3:21])[C:10](=[O:20])[C:11]=1[O:12][CH2:13][C:14]1[CH:19]=[CH:18][CH:17]=[CH:16][CH:15]=1)=[O:5])[CH3:2]. Reported procedure: 5-Benzyloxy-2-methanesulfonyl-1-methyl-6-oxo-1,6-dihydro-pyrimidine-4-carboxylic acid ethyl ester (0.215 g, 0.58 mmol) was reacted with morpholine as described in the preparation of compound 1J. Chromatography on silica gel (elution toluene-ethyl acetate 8:2 to 6:4) gave first 0.050 g (30% yield) of 5-benzyloxy-1-methyl-2,6-dioxo-1,2,3,6-tetrahydro-pyrimidine-4-carboxylic acid ethyl ester as white crystals; mp 184–187° C. (ethyl acetate). 1HNMR 400 MHz (CDCl3) δ (ppm): 1.34 (3H, t, J=7.1 Hz, CH3...